From a dataset of the Open Reaction Database (ORD), a public repository of structured organic reaction records. describe an organic reaction: reactants, conditions, products, and yield Solvent: ClCCl (dichloromethane). RXN SMILES: C(OC([N:8]1[CH2:20][C@@H:19]([CH3:21])[N:18]2[C@H:10]([CH2:11][C:12]3[C:17]2=[N:16][C:15]([Cl:22])=[C:14]([CH3:23])[CH:13]=3)[CH2:9]1)=O)(C)(C)C.FC(F)(F)C(O)=O>ClCCl>[Cl:22][C:15]1[N:16]=[C:17]2[C:12](=[CH:13][C:14]=1[CH3:23])[CH2:11][C@H:10]1[N:18]2[C@H:19]([CH3:21])[CH2:20][NH:8][CH2:9]1. Isolated yield 95.9%. Starting materials: C(C)(C)(C)OC(=O)N1C[C@H]2CC3=CC(=C(N=C3N2[C@@H](C1)C)Cl)C ((4R,9aR)-6-chloro-4,7-dimethyl-3,4,9,9a-tetrahydro-1H-2,4a,5-triaza-fluorene-2-carboxylic acid tert-butyl ester), FC(C(=O)O)(F)F (trifluoroacetic acid). Yields the product ClC=1N=C2N3[C@@H](CNC[C@H]3CC2=CC1C)C ((4R,9aR)-6-Chloro-4,7-dimethyl-1,2,3,4,9,9a-hexahydro-2,4a,5-triaza-fluorene). Procedure: To a solution of 0.20 g (0.59 mmol) (4R,9aR)-6-chloro-4,7-dimethyl-3,4,9,9a-tetrahydro-1H-2,4a,5-triaza-fluorene-2-carboxylic acid tert-butyl ester in 2 mL dichloromethane was added 0.91 mL (1.35 g, 11.8 mmol) trifluoroacetic acid. After 30 min., all volatile components were removed at a rotary evaporator and the residue was purified by column chromatography on silica gel with dichloromethane:methanol:ammonia (19:1:0.1) as eluant to give the desired compound as a colourless oil (95.9%). Run at time 30 minute. The solvent is CN(C)C=O (DMF). Procedure: To a solution of 2-chlorobenzenesulfonic acid 3-hydroxyphenyl ester (285 mg, 1.0 mmol), as prepared in step d, in DMF (5 mL) was added NaH (95%, 26 mg, 1.1 mmol). The reaction was stirred under nitrogen for 10 min. N-(tert-Butoxycarbonyl)-4-piperidinemethanol methanesulfonate (293 mg, 1.0 mmol), as prepared in the preceding step, was added and the reaction mixture was stirred at 50° C. under nitrogen for 3 h. The reaction mixture was then partitioned between water (50 mL) and ethyl acetate (150 ... Yield: 67.4%. Reaction conditions: time 10 minute. Reactants: [H-].[Na+] (NaH), OC=1C=C(C=CC1)OS(=O)(=O)C1=C(C=CC=C1)Cl (2-chlorobenzenesulfonic acid 3-hydroxyphenyl ester), CS(=O)(=O)OCC1CCN(CC1)C(=O)OC(C)(C)C (N-(tert-Butoxycarbonyl)-4-piperidinemethanol methanesulfonate). As a reaction SMILES: [OH:1][C:2]1[CH:3]=[C:4]([O:8][S:9]([C:12]2[CH:17]=[CH:16][CH:15]=[CH:14][C:13]=2[Cl:18])(=[O:11])=[O:10])[CH:5]=[CH:6][CH:7]=1.[H-].[Na+].CS(O[CH2:26][CH:27]1[CH2:32][CH2:31][N:30]([C:33]([O:35][C:36]([CH3:39])([CH3:38])[CH3:37])=[O:34])[CH2:29][CH2:28]1)(=O)=O>CN(C=O)C>[C:36]([O:35][C:33]([N:30]1[CH2:31][CH2:32][CH:27]([CH2:26][O:1][C:2]2[CH:3]=[C:4]([O:8][S:9]([C:12]3[CH:17]=[CH:16][CH:15]=[CH:14][C:13]=3[Cl:18])(=[O:11])=[O:10])[CH:5]=[CH:6][CH:7]=2)[CH2:28][CH2:29]1)=[O:34])([CH3:39])([CH3:37])[CH3:38] |f:1.2|. Yields the product C(C)(C)(C)OC(=O)N1CCC(CC1)COC=1C=C(C=CC1)OS(=O)(=O)C1=C(C=CC=C1)Cl (2-Chlorobenzenesulfonic acid 3-[[N-(tert-butoxycarbonyl)piperidin-4-yl]methoxy]phenyl ester). Reactants: OC1CCN(CC1)CC(C(C)=O)CN1C(CCCC1)O (3-[(4-Hydroxypiperidino)methyl]-4-(hydroxypiperidino)butan-2-one), C(=O)(C(=O)O)O (oxalic acid anhydrous). Solvent: C(C)O (ethyl alcohol), C(C)O (ethyl alcohol). Reaction conditions: time 5 minute. Yields the product OC1CCN(CC1)CC(C(C)=O)=C (3-[(4-Hydroxypiperidino)methyl]-3-buten-2-one). RXN SMILES: [OH:1][CH:2]1[CH2:7][CH2:6][N:5]([CH2:8][CH:9]([CH2:13]N2CCCCC2O)[C:10](=[O:12])[CH3:11])[CH2:4][CH2:3]1.C(O)(C(O)=O)=O>C(O)C>[OH:1][CH:2]1[CH2:7][CH2:6][N:5]([CH2:8][C:9](=[CH2:13])[C:10](=[O:12])[CH3:11])[CH2:4][CH2:3]1. Reported procedure: 3-[(4-Hydroxypiperidino)methyl]-4-(hydroxypiperidino)butan-2-one (1 g.) was dissolved in 8 ml. of ethyl alcohol and added to a cooled solution of oxalic acid anhydrous (0.9 g.) in 5 ml. of ethyl alcohol. After standing at 0° C. for five minutes, the resultant precipitate was filtered. The filtrate was stripped of solvent under reduced pressure and the residual oil taken up in a small volume of water, saturated with potassium carbonate and then extracted with ether. The ether solution was dried o...